From a dataset of the Open Reaction Database (ORD), a public repository of structured organic reaction records. describe an organic reaction: reactants, conditions, products, and yield Starting materials: F[B-](F)(F)F, O=C(O)c1cnc(NCc2ccccc2)c(-c2ccc(Cl)cc2)c1, CC(=O)O, NC1CCCCC1O, CN(C)C=O, CN(C)C(On1nnc2ccccc21)=[N+](C)C. The product is O=C(NC1CCCCC1O)c1cnc(NCc2ccccc2)c(-c2ccc(Cl)cc2)c1. RXN SMILES: [B-:25]([F:26])([F:27])([F:28])[F:29].[CH2:1]([c:2]1[cH:3][cH:4][cH:5][cH:6][cH:7]1)[NH:8][c:9]1[n:10][cH:11][c:12]([C:13](=[O:14])[OH:15])[cH:16][c:17]1-[c:18]1[cH:19][cH:20][c:21]([Cl:24])[cH:22][cH:23]1.[CH3:55][C:56](=[O:57])[OH:58].[NH2:47][CH:48]1[CH:49]([OH:54])[CH2:50][CH2:51][CH2:52][CH2:53]1.[O:59]=[CH:60][N:61]([CH3:62])[CH3:63].[n:30]1([O:31][C:32]([N:33]([CH3:34])[CH3:35])=[N+:36]([CH3:37])[CH3:38])[c:39]2[cH:40][cH:41][cH:42][cH:43][c:44]2[n:45][n:46]1>>[CH2:1]([c:2]1[cH:3][cH:4][cH:5][cH:6][cH:7]1)[NH:8][c:9]1[n:10][cH:11][c:12]([C:13](=[O:14])[NH:47][CH:48]2[CH:49]([OH:54])[CH2:50][CH2:51][CH2:52][CH2:53]2)[cH:16][c:17]1-[c:18]1[cH:19][cH:20][c:21]([Cl:24])[cH:22][cH:23]1. RXN SMILES: [CH2:1]([Li:2])[CH2:3][CH2:4][CH3:5].[CH2:35]1[O:36][CH2:37][CH2:38][CH2:39]1.[CH3:12][P:13]([O:14][CH3:15])([O:16][CH3:17])=[O:18].[CH3:19][C:20]([C:21](=[O:22])[O:23][CH2:24][CH3:25])([CH2:26][C:27]#[C:28][CH3:29])[CH3:30].[CH3:31][C:32](=[O:33])[OH:34].[CH3:6][CH2:7][CH2:8][CH2:9][CH2:10][CH3:11].[OH2:40]>>[CH2:12]([P:13]([O:14][CH3:15])([O:16][CH3:17])=[O:18])[C:21]([C:20]([CH3:19])([CH2:26][C:27]#[C:28][CH3:29])[CH3:30])=[O:22]. Starting materials: [Li]CCCC, C1CCOC1, COP(C)(=O)OC, CC#CCC(C)(C)C(=O)OCC, CC(=O)O, CCCCCC, O. Product: CC#CCC(C)(C)C(=O)CP(=O)(OC)OC. Reactants: O (water), [H-].[Na+] (sodium hydride), CC1=C(C(=CC=C1)C)NS(=O)(=O)C (N-(2,6-dimethylphenyl)-methanesulfonamide), ClCC(C)OS(=O)(=O)C (1-chloro-2-methanesulfonyloxy-propane). The solvent is C1(=CC=CC=C1)C (toluene). Conditions: temperature 100 celsius, time 12 hour. Yields the product ClCC(C)N(S(=O)(=O)C)C1=C(C=CC=C1C)C (1-chloro-2-[N-(2,6-dimethylphenyl)-methanesulfonamido]-propane). Isolated yield 60.0%. RXN SMILES: [H-].[Na+].[CH3:3][C:4]1[CH:9]=[CH:8][CH:7]=[C:6]([CH3:10])[C:5]=1[NH:11][S:12]([CH3:15])(=[O:14])=[O:13].[Cl:16][CH2:17][CH:18](OS(C)(=O)=O)[CH3:19].O>C1(C)C=CC=CC=1>[Cl:16][CH2:17][CH:18]([N:11]([C:5]1[C:6]([CH3:10])=[CH:7][CH:8]=[CH:9][C:4]=1[CH3:3])[S:12]([CH3:15])(=[O:14])=[O:13])[CH3:19] |f:0.1|. Procedure: 5.2 g of a 80% mineral oil dispersion of sodium hydride are added in small portions, at room temperature, to a suspension of 31.5 g (0.158 moles) of N-(2,6-dimethylphenyl)-methanesulfonamide in 400 ml of dry toluene. The resulting mixture is heated slowly, within about one hour, to 100° C., and then 27.3 g (0.158 moles) of 1-chloro-2-methanesulfonyloxy-propane are added dropwise to the mixture at the same temperature within 0.5 hours. The reaction mixture is stirred at 100°-110° C. for 12 hours,... Reactants: COC=1C=C(C(=O)Cl)C=CC1OC (3,4-dimethoxybenzoyl chloride), BrC1=C(C(=O)O)C=C(C=C1)OC (2-bromo-5-methoxybenzoic acid), halogen-lithium. Product: COC=1C=C(C(=O)C2=C(C(=O)O)C=C(C=C2)OC)C=CC1OC (2-(3,4-dimethoxybenzoyl)-5-methoxybenzoic acid). Reaction SMILES: [CH3:1][O:2][C:3]1[CH:4]=[C:5]([CH:9]=[CH:10][C:11]=1[O:12][CH3:13])[C:6](Cl)=[O:7].Br[C:15]1[CH:23]=[CH:22][C:21]([O:24][CH3:25])=[CH:20][C:16]=1[C:17]([OH:19])=[O:18]>>[CH3:1][O:2][C:3]1[CH:4]=[C:5]([CH:9]=[CH:10][C:11]=1[O:12][CH3:13])[C:6]([C:15]1[CH:23]=[CH:22][C:21]([O:24][CH3:25])=[CH:20][C:16]=1[C:17]([OH:19])=[O:18])=[O:7]. Procedure details: This compound is obtained according to the procedure described in 1.1. by reacting 3,4-dimethoxybenzoyl chloride and 2-bromo-5-methoxybenzoic acid after halogen-lithium exchange. It is used in crude form in the following reaction. The reactants are CN(C=1C=CC(=C(C(=O)O)C1)C(C1=CC=C(C=C1)N(CC1=CC=CC=C1)CC)=O)C (5-(dimethylamino)-2-[4-(ethylbenzylamino)benzoyl]benzoic acid), C(C)OC1=CC=C(NC2=CC=CC=C2)C=C1 (4-ethoxy-N-phenyl aniline). Yields the product CN(C1=CC=C2C(OC(=O)C2=C1)(N(C1=CC=CC=C1)C1=CC=C(C=C1)OCC)C1=CC=C(C=C1)N(CC1=CC=CC=C1)CC)C (6-(dimethylamino)-3-[4-(ethylbenzylamino)phenyl]-3-[(4-ethoxyphenyl)phenylamino]phthalide). The yield is 50.5%. As a reaction SMILES: [CH3:1][N:2]([CH3:30])[C:3]1[CH:4]=[CH:5][C:6]([C:12](=O)[C:13]2[CH:18]=[CH:17][C:16]([N:19]([CH2:27][CH3:28])[CH2:20][C:21]3[CH:26]=[CH:25][CH:24]=[CH:23][CH:22]=3)=[CH:15][CH:14]=2)=[C:7]([CH:11]=1)[C:8]([OH:10])=[O:9].[CH2:31]([O:33][C:34]1[CH:46]=[CH:45][C:37]([NH:38][C:39]2[CH:44]=[CH:43][CH:42]=[CH:41][CH:40]=2)=[CH:36][CH:35]=1)[CH3:32]>>[CH3:1][N:2]([CH3:30])[C:3]1[CH:11]=[C:7]2[C:6]([C:12]([C:13]3[CH:14]=[CH:15][C:16]([N:19]([CH2:27][CH3:28])[CH2:20][C:21]4[CH:22]=[CH:23][CH:24]=[CH:25][CH:26]=4)=[CH:17][CH:18]=3)([N:38]([C:37]3[CH:36]=[CH:35][C:34]([O:33][CH2:31][CH3:32])=[CH:46][CH:45]=3)[C:39]3[CH:44]=[CH:43][CH:42]=[CH:41][CH:40]=3)[O:9][C:8]2=[O:10])=[CH:5][CH:4]=1. Reported procedure: Following a procedure similar to that described in Example 4 but employing 4.0 g of 5-(dimethylamino)-2-[4-(ethylbenzylamino)benzoyl]benzoic acid and 2.2 g of 4-ethoxy-N-phenyl aniline there was obtained 3.0 g of 6-(dimethylamino)-3-[4-(ethylbenzylamino)phenyl]-3-[(4-ethoxyphenyl)phenylamino]phthalide, m.p. 148°-152° C. A toluene solution of the product contacted with acidic clay or phenolic resin developed an orange-colored image which changed to green on clay after fluorescent light exposure. The reactants are C=CCOc1ccc(C2C(OCc3cc(OC)c4ccccc4c3)CN(C(=O)OC(C)(C)C)CC2OCC2CO2)cc1, CN(C)C=O. Yields the product C=CCOc1ccc(C2C(OCc3cc(OC)c4ccccc4c3)CN(C(=O)OC(C)(C)C)CC2OCC(O)COC)cc1. Reaction SMILES: [C:1]([CH3:2])([CH3:3])([CH3:4])[O:5][C:6](=[O:7])[N:8]1[CH2:9][CH:10]([O:29][CH2:30][c:31]2[cH:32][c:33]3[cH:34][cH:35][cH:36][cH:37][c:38]3[c:39]([O:41][CH3:42])[cH:40]2)[CH:11]([c:19]2[cH:20][cH:21][c:22]([O:25][CH2:26][CH:27]=[CH2:28])[cH:23][cH:24]2)[CH:12]([O:14][CH2:15][CH:16]2[O:17][CH2:18]2)[CH2:13]1.[CH3:43][N:44]([CH:45]=[O:46])[CH3:47]>>[C:1]([CH3:2])([CH3:3])([CH3:4])[O:5][C:6](=[O:7])[N:8]1[CH2:9][CH:10]([O:29][CH2:30][c:31]2[cH:32][c:33]3[cH:34][cH:35][cH:36][cH:37][c:38]3[c:39]([O:41][CH3:42])[cH:40]2)[CH:11]([c:19]2[cH:20][cH:21][c:22]([O:25][CH2:26][CH:27]=[CH2:28])[cH:23][cH:24]2)[CH:12]([O:14][CH2:15][CH:16]([OH:17])[CH2:18][O:46][CH3:45])[CH2:13]1.